From a dataset of the Open Reaction Database (ORD), a public repository of structured organic reaction records. describe an organic reaction: reactants, conditions, products, and yield The reactants are ClCCl, O=S(=O)(Cl)Cl, CCC(C)c1cc(OC)cc2c1C(=O)N(CSc1ccccc1)S2(=O)=O. Product: CCC(C)c1cc(OC)cc2c1C(=O)N(CCl)S2(=O)=O. As a reaction SMILES: [Cl:32][CH2:33][Cl:34].[S:27]([Cl:28])(=[O:29])([Cl:30])=[O:31].[c:1]1([S:2][CH2:8][N:9]2[S:10](=[O:11])(=[O:12])[c:13]3[cH:14][c:15]([O:25][CH3:26])[cH:16][c:17]([CH:21]([CH3:22])[CH2:23][CH3:24])[c:18]3[C:19]2=[O:20])[cH:3][cH:4][cH:5][cH:6][cH:7]1>>[CH2:8]([N:9]1[S:10](=[O:11])(=[O:12])[c:13]2[cH:14][c:15]([O:25][CH3:26])[cH:16][c:17]([CH:21]([CH3:22])[CH2:23][CH3:24])[c:18]2[C:19]1=[O:20])[Cl:30]. The reactants are C([O-])([O-])=O.[K+].[K+] (Potassium carbonate), FC1=CC=C(C=O)C=C1 (4-fluorobenzaldehyde), C(C)(C)(C)OC(=O)NC(C(=O)O)C1=CC=C(C=C1)O (tert-butoxycarbonylamino-(4-hydroxy-phenyl)-acetic acid). Solvent: CN(C)C=O (DMF), O (water). Run at temperature 75 celsius, time 72 hour. The product is C(C)(C)(C)OC(=O)NC(C(=O)O)C1=CC=C(C=C1)OC1=CC=C(C=C1)C=O (tert-butoxycarbonylamino-[4-(4-formylphenoxy)-phenyl]-acetic acid), solid. Yield: 69.0%. As a reaction SMILES: C(=O)([O-])[O-].[K+].[K+].F[C:8]1[CH:15]=[CH:14][C:11]([CH:12]=[O:13])=[CH:10][CH:9]=1.[C:16]([O:20][C:21]([NH:23][CH:24]([C:28]1[CH:33]=[CH:32][C:31]([OH:34])=[CH:30][CH:29]=1)[C:25]([OH:27])=[O:26])=[O:22])([CH3:19])([CH3:18])[CH3:17]>CN(C=O)C.O>[C:16]([O:20][C:21]([NH:23][CH:24]([C:28]1[CH:33]=[CH:32][C:31]([O:34][C:8]2[CH:15]=[CH:14][C:11]([CH:12]=[O:13])=[CH:10][CH:9]=2)=[CH:30][CH:29]=1)[C:25]([OH:27])=[O:26])=[O:22])([CH3:19])([CH3:17])[CH3:18] |f:0.1.2|. Procedure: Potassium carbonate (23.11 g, 140 mmol) and 4-fluorobenzaldehyde (25.0 mL, 233 mmol) were added to a solution of tert-butoxycarbonylamino-(4-hydroxy-phenyl)-acetic acid (12.5 g, 46.7 mmol) in anhydrous DMF (40 mL). The resulting suspension was refluxed at 75±5° C. under an atmosphere of argon. After 72 hr, the reaction mixture was cooled to room temperature, diluted with water (200 mL) and extracted with EtOAc (2×150 mL). The aqueous layer was collected, acidified with 5.0 M HCl to pH ˜2.0 and e... The reactants are C(C=C)NC1=C2C(=NC=C1C(=O)OCC)C=NN2 (ethyl 7-allylamino-1H-pyrazolo[4,3-b]-pyridine-6-carboxylate), COC(C)(C)OC (2,2-dimethoxypropane), C([O-])([O-])=O.[K+].[K+] (potassium carbonate). Reagents/catalysts: C1(=CC=C(C=C1)S(=O)(=O)O)C (4-toluenesulphonic acid). Solvent: CC(=O)C (acetone). The product is C(C=C)NC=1C=2C(N=CC1C(=O)OCC)=CN(N2)C(C)(C)OC (Ethyl 7-Allylamino-2-(2-methoxy-2-propyl)-2H-pyrazolo-[4,3-b]pyridine-6-carboxylate). Isolated yield 64.3%. Reaction SMILES: [CH2:1]([NH:4][C:5]1[C:10]([C:11]([O:13][CH2:14][CH3:15])=[O:12])=[CH:9][N:8]=[C:7]2[CH:16]=[N:17][NH:18][C:6]=12)[CH:2]=[CH2:3].[CH3:19][O:20][C:21](OC)([CH3:23])[CH3:22].C(=O)([O-])[O-].[K+].[K+]>CC(C)=O.C1(C)C=CC(S(O)(=O)=O)=CC=1>[CH2:1]([NH:4][C:5]1[C:6]2[C:7](=[CH:16][N:17]([C:21]([O:20][CH3:19])([CH3:23])[CH3:22])[N:18]=2)[N:8]=[CH:9][C:10]=1[C:11]([O:13][CH2:14][CH3:15])=[O:12])[CH:2]=[CH2:3] |f:2.3.4|. Procedure details: A mixture of ethyl 7-allylamino-1H-pyrazolo[4,3-b]-pyridine-6-carboxylate (3.69 g, 15 mmol), 2,2-dimethoxypropane (9.2 ml, 75 mmol) and 4-toluenesulphonic acid (142 mg, 0.75 mmol) in acetone (200 ml) was heated under reflux for 48 h. The solution was cooled and stirred with solid potassium carbonate, then filtered and evaporated in vacuo. Column chromatography of the residue on basic alumina (100 g), eluting with ethyl acetate, gave the title compound as a white solid (3.07 g, 64%), m.p. 102°-10... Reactants: Cc1ccccc1, O=Cc1cc([N+](=O)[O-])ccc1Cl, CCCCOC(=O)C(C)(O)CO, Cc1ccc(S(=O)(=O)O)cc1. Product: CCCCOC(=O)C1(C)COC(c2cc([N+](=O)[O-])ccc2Cl)O1. As a reaction SMILES: [CH3:36][c:37]1[cH:38][cH:39][cH:40][cH:41][cH:42]1.[Cl:13][c:14]1[c:15]([CH:16]=[O:17])[cH:18][c:19]([N+:22](=[O:23])[O-:24])[cH:20][cH:21]1.[OH:1][C:2]([C:3](=[O:4])[O:5][CH2:6][CH2:7][CH2:8][CH3:9])([CH2:10][OH:11])[CH3:12].[c:25]1([CH3:26])[cH:27][cH:28][c:29]([S:30]([OH:31])(=[O:32])=[O:33])[cH:34][cH:35]1>>[O:1]1[C:2]([C:3](=[O:4])[O:5][CH2:6][CH2:7][CH2:8][CH3:9])([CH3:12])[CH2:10][O:11][CH:16]1[c:15]1[c:14]([Cl:13])[cH:21][cH:20][c:19]([N+:22](=[O:23])[O-:24])[cH:18]1. The reactants are C(#N)C1=CC=C(C=O)C=C1 (4-cyanobenzaldehyde), C(=O)(O)C1=CC=C(C=C1)S(=O)(=O)N (4-carboxybenzenesulfonamide), CC=1C=CC(=CC1)S(=O)(=O)O (TsOH). Run in ClC1=CC=CC=C1 (chlorobenzene). Product: C(#N)C1=CC=C(C=NS(=O)(=O)C2=CC=C(C=C2)C(=O)O)C=C1 (N-(4-Cyanobenzylidene)-4-carboxybenzenesulfonamide). RXN SMILES: [C:1]([C:3]1[CH:10]=[CH:9][C:6]([CH:7]=O)=[CH:5][CH:4]=1)#[N:2].[C:11]([C:14]1[CH:19]=[CH:18][C:17]([S:20]([NH2:23])(=[O:22])=[O:21])=[CH:16][CH:15]=1)([OH:13])=[O:12].CC1C=CC(S(O)(=O)=O)=CC=1>ClC1C=CC=CC=1>[C:1]([C:3]1[CH:10]=[CH:9][C:6]([CH:7]=[N:23][S:20]([C:17]2[CH:16]=[CH:15][C:14]([C:11]([OH:13])=[O:12])=[CH:19][CH:18]=2)(=[O:21])=[O:22])=[CH:5][CH:4]=1)#[N:2]. Reported procedure: In a similar manner to Example 2, 1.25 g (9 mmol) of 4-cyanobenzaldehyde, 1.91 g (9 mmol) of 4-carboxybenzenesulfonamide and 20 mg of TsOH in 150 mL of chlorobenzene under nitrogen were heated for 18 hours to give 2.58 g (86%) of SULF-7 as a white powder: IR (Nujol) 3400-2400 (br), 2224, 1682, 1605, 1155 cm-1 ; 1H NMR (DMSO-d6, TMS ext std)δ 9.35 (s, 1), 8.3-7.8 (m, 8). Reactants: COC1=C(OC)C(=O)C(CCCCCCCCCCO)=C(C)C1=O, CC(=O)Cl, ClCCl, c1ccncc1. The product is COC1=C(OC)C(=O)C(CCCCCCCCCCOC(C)=O)=C(C)C1=O. Reaction SMILES: [CH3:1][O:2][C:3]1=[C:8]([O:9][CH3:10])[C:7](=[O:11])[C:6]([CH3:12])=[C:5]([CH2:13][CH2:14][CH2:15][CH2:16][CH2:17][CH2:18][CH2:19][CH2:20][CH2:21][CH2:22][OH:23])[C:4]1=[O:24].[CH3:31][C:32]([Cl:33])=[O:34].[Cl:35][CH2:36][Cl:37].[cH:25]1[cH:26][cH:27][n:28][cH:29][cH:30]1>>[CH3:1][O:2][C:3]1=[C:8]([O:9][CH3:10])[C:7](=[O:11])[C:6]([CH3:12])=[C:5]([CH2:13][CH2:14][CH2:15][CH2:16][CH2:17][CH2:18][CH2:19][CH2:20][CH2:21][CH2:22][O:23][C:32]([CH3:31])=[O:34])[C:4]1=[O:24].